This data is from the Open Reaction Database (ORD), a public repository of structured organic reaction records. The task is: describe an organic reaction: reactants, conditions, products, and yield Starting materials: CCC(=O)Cl, C1CCOC1, [Li]CCCC, CCCCCC, CC(C)C1COC(=O)N1. Product: CCC(=O)N1C(=O)OCC1C(C)C. Reaction SMILES: [C:21]([CH2:22][CH3:23])(=[O:24])[Cl:25].[CH2:26]1[O:27][CH2:28][CH2:29][CH2:30]1.[CH3:10][CH2:11][CH2:12][CH2:13][Li:14].[CH3:15][CH2:16][CH2:17][CH2:18][CH2:19][CH3:20].[CH3:1][CH:2]([CH3:3])[CH:4]1[NH:5][C:6](=[O:9])[O:7][CH2:8]1>>[CH3:1][CH:2]([CH3:3])[CH:4]1[N:5]([C:21]([CH2:22][CH3:23])=[O:24])[C:6](=[O:9])[O:7][CH2:8]1. Reactants: [N+](=O)([O-])C=1C=C(C=CC1)C1=NOC(=C1)CCC=O (3-[3-(3-nitrophenyl)isoxazol-5-yl]propanal), C1(=CC=CC=C1)C(N1CCNCC1)C1=CC=CC=C1 (1-(diphenylmethyl)piperazine), [BH-](OC(=O)C)(OC(=O)C)OC(=O)C.[Na+] (NaBH(OAc)3). The solvent is C(Cl)Cl (methylene chloride). The product is C1(=CC=CC=C1)C(N1CCN(CC1)CCCC1=CC(=NO1)C1=CC(=CC=C1)[N+](=O)[O-])C1=CC=CC=C1 (5-{3-[4-(Diphenylmethyl)piperazinyl]propyl}-3-(3-nitrophenyl)isoxazole). The yield is 91.2%. RXN SMILES: [N+:1]([C:4]1[CH:5]=[C:6]([C:10]2[CH:14]=[C:13]([CH2:15][CH2:16][CH:17]=O)[O:12][N:11]=2)[CH:7]=[CH:8][CH:9]=1)([O-:3])=[O:2].[C:19]1([CH:25]([C:32]2[CH:37]=[CH:36][CH:35]=[CH:34][CH:33]=2)[N:26]2[CH2:31][CH2:30][NH:29][CH2:28][CH2:27]2)[CH:24]=[CH:23][CH:22]=[CH:21][CH:20]=1.[BH-](OC(C)=O)(OC(C)=O)OC(C)=O.[Na+]>C(Cl)Cl>[C:32]1([CH:25]([C:19]2[CH:24]=[CH:23][CH:22]=[CH:21][CH:20]=2)[N:26]2[CH2:27][CH2:28][N:29]([CH2:17][CH2:16][CH2:15][C:13]3[O:12][N:11]=[C:10]([C:6]4[CH:7]=[CH:8][CH:9]=[C:4]([N+:1]([O-:3])=[O:2])[CH:5]=4)[CH:14]=3)[CH2:30][CH2:31]2)[CH:33]=[CH:34][CH:35]=[CH:36][CH:37]=1 |f:2.3|. Procedure: About 2 min after dissolving 3-[3-(3-nitrophenyl)isoxazol-5-yl]propanal (10 mg, 0.04 mmol) and 1-(diphenylmethyl)piperazine (10 mg, 0.04 mmol) in 2 mL of dry methylene chloride, were added NaBH(OAc)3 (26 mg, 0.12 mmol) and molecular sieves (5 beads). The reaction mixture was reacted for 18.2 hr and followed the same processes as in Example 1 to obtain 17.6 mg (89.8%) of the target compound.